From a dataset of the Open Reaction Database (ORD), a public repository of structured organic reaction records. describe an organic reaction: reactants, conditions, products, and yield Reactants: BrCC1CC1, C1CCOC1, CCOC(C)=O, [H-], [Na+], CN(C)C=O, CN(CCO)c1ccc([N+](=O)[O-])cn1. The product is CN(CCOCC1CC1)c1ccc([N+](=O)[O-])cn1. RXN SMILES: [Br:17][CH2:18][CH:19]1[CH2:20][CH2:21]1.[CH2:22]1[O:23][CH2:24][CH2:25][CH2:26]1.[CH3:32][CH2:33][O:34][C:35]([CH3:36])=[O:37].[H-:16].[Na+:15].[O:27]=[CH:28][N:29]([CH3:30])[CH3:31].[OH:1][CH2:2][CH2:3][N:4]([c:5]1[n:6][cH:7][c:8]([N+:11](=[O:12])[O-:13])[cH:9][cH:10]1)[CH3:14]>>[O:1]([CH2:2][CH2:3][N:4]([c:5]1[n:6][cH:7][c:8]([N+:11](=[O:12])[O-:13])[cH:9][cH:10]1)[CH3:14])[CH2:18][CH:19]1[CH2:20][CH2:21]1. Reactants: C(C)(=O)N[C@H]1C(O)O[C@@H]([C@H]([C@@H]1O)O)CO (N-acetylglucosamine), N1=CC=CC=C1 (pyridine), C(CCCCCCC)(=O)Cl (n-octanoyl chloride). The solvent is CN(C=O)C (N,N-dimethylformamide). Conditions: temperature 70 celsius, time 4 hour. The product is C(C)(=O)N[C@H]1[C@@H](O)O[C@@H]([C@H]([C@@H]1O)O)COC(CCCCCCC)=O (2-acetamido-2-deoxy-6-O-octanoyl-α-D-glucopyranose). RXN SMILES: [C:1]([NH:4][C@@H:5]1[C@@H:11]([OH:12])[C@H:10]([OH:13])[C@@H:9]([CH2:14][OH:15])[O:8][CH:6]1[OH:7])(=[O:3])[CH3:2].N1C=CC=CC=1.[C:22](Cl)(=[O:30])[CH2:23][CH2:24][CH2:25][CH2:26][CH2:27][CH2:28][CH3:29]>CN(C)C=O>[C:1]([NH:4][C@@H:5]1[C@@H:11]([OH:12])[C@H:10]([OH:13])[C@@H:9]([CH2:14][O:15][C:22](=[O:30])[CH2:23][CH2:24][CH2:25][CH2:26][CH2:27][CH2:28][CH3:29])[O:8][C@@H:6]1[OH:7])(=[O:3])[CH3:2]. Procedure details: To 0.5 g of N-acetylglucosamine, 5 mL of pyridine and 5 mL of N,N-dimethylformamide were added, and the mixture was heated to 70° C. under stirring, and 0.46 mL of n-octanoyl chloride was dropwise added, and the reaction was carried out for 4 hours. On completion of the reaction, the reaction was extracted with ethyl acetate and washed with 2 mol/L hydrochloric acid, and the obtained ethyl acetate layer was dried over anhydrous magnesium sulfate and then the solvent was distilled off under reduc... Starting materials: CCOC(=O)CP(=O)(OCC)OCC, CCO, Cl, [Na], O=C(c1ccco1)c1ccco1. Yields the product CCOC(=O)C=C(c1ccco1)c1ccco1. RXN SMILES: [CH3:1][CH2:2][O:3][C:4](=[O:5])[CH2:6][P:7]([O:8][CH2:9][CH3:10])([O:11][CH2:12][CH3:13])=[O:14].[CH3:29][CH2:30][OH:31].[ClH:28].[Na:15].[o:16]1[c:17]([C:21](=[O:22])[c:23]2[o:24][cH:25][cH:26][cH:27]2)[cH:18][cH:19][cH:20]1>>[CH3:1][CH2:2][O:3][C:4](=[O:5])[CH:6]=[C:21]([c:17]1[o:16][cH:20][cH:19][cH:18]1)[c:23]1[o:24][cH:25][cH:26][cH:27]1. The reactants are C1(CCC(C2CC=CC=C12)=O)=O (tetrahydronaphthoquinone), CC(=C)C=CCCC(=C)C (2,7-dimethyl-1,3,7-octatriene). The solvent is C1CCCCC1 (cyclohexane). Product: C1(CCC(C2CC=CC=C12)=O)=O.C=CC(C)=C (Tetrahydronaphthoquinone Isoprene). Isolated yield 105.5%. RXN SMILES: [C:1]1(=[O:12])[C:10]2[CH:5]([CH2:6][CH:7]=[CH:8][CH:9]=2)[C:4](=[O:11])[CH2:3][CH2:2]1.[CH3:13][C:14]([CH:16]=[CH:17]CCC(C)=C)=[CH2:15]>C1CCCCC1>[C:4]1(=[O:11])[C:5]2[CH:10]([CH2:9][CH:8]=[CH:7][CH:6]=2)[C:1](=[O:12])[CH2:2][CH2:3]1.[CH2:17]=[CH:16][C:14](=[CH2:13])[CH3:15] |f:3.4|. Procedure: A solution of 101 g (0.623 mole) of tetrahydronaphthoquinone and 110 g (0.81 mole) of 2,7-dimethyl-1,3,7-octatriene in 300 ml cyclohexane was refluxed for 18 hours. After removal of 200 ml solvent, 300 ml of hexane were added. The mixture was then warmed, stirred with powdered charcoal, and filtered. On cooling, 151.3 g of crude product were obtained (81.5% yield). A 3 g analytical sample, after recrystallization from 20 ml hexane, had a mp of 87.5° to 88° C. Starting materials: C1CCC(C=2C3=CC=CC=C3NC12)=O (1,2,3,4-tetrahydro-9H-carbazole-4-one), C1CCC(C=2C3=CC=CC=C3NC12)=O (1,2,3,4-tetrahydro-9H-carbazole-4-one), C(C)(C)(C)C1=C(C=CC=C1)Br (t-butyl bromobenzene), C([O-])([O-])=O.[K+].[K+] (potassium carbonate), Cu, CN1CCCC1=O (NMP). Run in [Cl-].[Na+].O (brine), C(C)OC(C)=O (ethylacetate). Product: C(C)(C)(C)C1=C(C=CC=C1)N1C2=CC=CC=C2C=2C=CCC(C12)=O (N-(t-butylphenyl) carbazolone). Isolated yield 38.2%. As a reaction SMILES: [CH2:1]1[C:13]2[NH:12][C:11]3[C:6](=[CH:7][CH:8]=[CH:9][CH:10]=3)[C:5]=2[C:4](=O)[CH2:3][CH2:2]1.[C:15]([C:19]1[CH:24]=[CH:23][CH:22]=[CH:21][C:20]=1Br)([CH3:18])([CH3:17])[CH3:16].C(=O)([O-])[O-:27].[K+].[K+].CN1C(=O)CCC1>[Cl-].[Na+].O.C(OC(=O)C)C>[C:15]([C:19]1[CH:24]=[CH:23][CH:22]=[CH:21][C:20]=1[N:12]1[C:13]2[C:1](=[O:27])[CH2:2][CH:3]=[CH:4][C:5]=2[C:6]2[C:11]1=[CH:10][CH:9]=[CH:8][CH:7]=2)([CH3:18])([CH3:17])[CH3:16] |f:2.3.4,6.7.8|. Reported procedure: In a 500 ml two-neck flask, 1,2,3,4-tetrahydro-9H-carbazole-4-one (Compound E, 20 g), t-butyl bromobenzene (60 g), potassium carbonate (43 g), Cu powder (2.1 g), and NMP (70 ml) were mixed and stirred. The reaction mixture was refluxed and stirred for 24 to 30 hours in a state in which the temperature was raised. When the reaction was completed, the reactant was cooled at room temperature, and then the reactant was mixed with ethylacetate (500 ml) and brine (500 ml) and strongly stirred. Floatin... Starting materials: N1=CC=CC=C1 (pyridine), C(C1=CC=CC=C1)SC=1N=C2N(N1)C(CS2)O (2-Benzylthio-5,6-dihydro-6-hydroxythiazolo[3,2-b][1,2,4]triazole), S(=O)(Cl)Cl (thionyl chloride). The solvent is ClCCl (dichloromethane), ClCCl (dichloromethane). Run at time 3 hour. Yields the product C(C1=CC=CC=C1)SC=1N=C2N(N1)C=CS2 (2-Benzylthiothiazolo[3,2-b][1,2,4]triazole). As a reaction SMILES: [CH2:1]([S:8][C:9]1[N:10]=[C:11]2[S:16][CH2:15][CH:14](O)[N:12]2[N:13]=1)[C:2]1[CH:7]=[CH:6][CH:5]=[CH:4][CH:3]=1.N1C=CC=CC=1.S(Cl)(Cl)=O>ClCCl>[CH2:1]([S:8][C:9]1[N:10]=[C:11]2[S:16][CH:15]=[CH:14][N:12]2[N:13]=1)[C:2]1[CH:3]=[CH:4][CH:5]=[CH:6][CH:7]=1. Procedure details: The product from stage (b) (7.9 g) was dissolved in dichloromethane (50 ml) and was treated with pyridine (2.7 g), then with thionyl chloride (4.2 g) in dichloromethane (5 ml) dropwise with stirring at 5°-10° C. After 3 hours stirring at room temperature, the solution was washed with water, dilute hydrochloric acid, aqueous sodium bicarbonate solution and water again, dried and run down to give the desired product as a brown oil which was recrystallise from ethanol to give pure product, mp 91°-9... The reactants are OCCN1C(C=CC1=O)=O (N-(2-hydroxyethyl)maleimide), C(=C)OCC (ethyl vinyl ether), mercuric acetate, C([O-])([O-])=O.[K+].[K+] (potassium carbonate). Reaction conditions: time 24 hour. Product: C(=C)OCCN1C(C=CC1=O)=O (2-maleimidoethyl vinyl ether). Reaction SMILES: [OH:1][CH2:2][CH2:3][N:4]1[C:8](=[O:9])[CH:7]=[CH:6][C:5]1=[O:10].C(=O)([O-])[O-].[K+].[K+].[CH:17](OCC)=[CH2:18]>>[CH:17]([O:1][CH2:2][CH2:3][N:4]1[C:8](=[O:9])[CH:7]=[CH:6][C:5]1=[O:10])=[CH2:18] |f:1.2.3|. Procedure details: A quantity of 1.18 g of N-(2-hydroxyethyl)maleimide was suspended in 25 ml ethyl vinyl ether and refluxed with stirring under an argon atmosphere, 70 mg mercuric acetate was added, and the reaction was continued at reflux for 24 hours. After 24 hours, the reaction mixture was allowed to cool to room temperature, and 1.50 mg of anhydrous potassium carbonate was added. After stirring for a few more minutes, the mixture was filtered and the precipitate was washed thoroughly with ethyl acetate. The ... The reactants are BrCCC1CCCCC1, C1CCOC1, [Li]CCCC, CC(C)NC(C)C, Cl, CS(=O)(=O)c1ccccc1. Product: O=S(=O)(CCCC1CCCCC1)c1ccccc1. As a reaction SMILES: [Br:23][CH2:24][CH2:25][CH:26]1[CH2:27][CH2:28][CH2:29][CH2:30][CH2:31]1.[CH2:33]1[O:34][CH2:35][CH2:36][CH2:37]1.[CH3:1][CH2:2][CH2:3][CH2:4][Li:5].[CH:6]([NH:7][CH:8]([CH3:9])[CH3:10])([CH3:11])[CH3:12].[ClH:32].[c:13]1([S:19](=[O:20])(=[O:21])[CH3:22])[cH:14][cH:15][cH:16][cH:17][cH:18]1>>[c:13]1([S:19](=[O:20])(=[O:21])[CH2:22][CH2:24][CH2:25][CH:26]2[CH2:27][CH2:28][CH2:29][CH2:30][CH2:31]2)[cH:14][cH:15][cH:16][cH:17][cH:18]1. Starting materials: OC(CC(C(C)C)=O)C1=CC(=CC=C1)[N+](=O)[O-] (1-hydroxy-4-methyl-1-(3-nitrophenyl)pentan-3-one), O.C1(=CC=C(C=C1)S(=O)(=O)O)C (p-toluenesulfonic acid monohydrate), C1(=CC=CC=C1)C (toluene). Run in C(C)(=O)OCC (ethyl acetate). Product: CC(C(C=CC1=CC(=CC=C1)[N+](=O)[O-])=O)C (4-methyl-1-(3-nitrophenyl)-1-penten-3-one). The yield is 97.1%. Reaction SMILES: O[CH:2]([C:9]1[CH:14]=[CH:13][CH:12]=[C:11]([N+:15]([O-:17])=[O:16])[CH:10]=1)[CH2:3][C:4](=[O:8])[CH:5]([CH3:7])[CH3:6].O.C1(C)C=CC(S(O)(=O)=O)=CC=1.C1(C)C=CC=CC=1>C(OCC)(=O)C>[CH3:6][CH:5]([CH3:7])[C:4](=[O:8])[CH:3]=[CH:2][C:9]1[CH:14]=[CH:13][CH:12]=[C:11]([N+:15]([O-:17])=[O:16])[CH:10]=1 |f:1.2|. Reported procedure: A mixture of 1-hydroxy-4-methyl-1-(3-nitrophenyl)pentan-3-one (3.32 g), p-toluenesulfonic acid monohydrate (0.03 g) and toluene (50 mL) was refluxed for 1 hour under Dean-Stark conditions. The mixture was diluted with ethyl acetate, washed (sat. sodium bicarbonate, water and brine) and the solvent removed. Chromatography (hexane/ethyl acetate, 3:1) yielded 4-methyl-1-(3-nitrophenyl)-1-penten-3-one (2.98 g) as a yellow solid. NMR: 1.11 (d,6, J=6.8, CH3), 3.02 (m,1, CH), 7.27 (d,1, J=16.2, CH), 7.... Reactants: ClCCl, CNc1nc(SC)ncc1C, O=C(OO)c1cccc(Cl)c1. The product is CNc1nc(S(C)=O)ncc1C. Reaction SMILES: [CH2:23]([Cl:24])[Cl:25].[CH3:1][S:2][c:3]1[n:4][cH:5][c:6]([CH3:11])[c:7]([NH:9][CH3:10])[n:8]1.[Cl:12][c:13]1[cH:14][c:15]([C:20](=[O:17])[O:21][OH:22])[cH:16][cH:18][cH:19]1>>[CH3:1][S:2]([c:3]1[n:4][cH:5][c:6]([CH3:11])[c:7]([NH:9][CH3:10])[n:8]1)=[O:17].